This data is from the Open Reaction Database (ORD), a public repository of structured organic reaction records. The task is: describe an organic reaction: reactants, conditions, products, and yield The reactants are COC1=CC=C(CN2N=CC(=C2)C=2C=C3N(N2)C(=CN3C=3C=C(N)C=CC3C)C)C=C1 (3-{6-[1-(4-Methoxybenzyl)-1H-pyrazol-4-yl]-3-methyl-1H-imidazo[1,2-b]pyrazol-1-yl}-4-methylaniline), C(#N)C=1C=C(C(=O)O)C=C(C1)S(F)(F)(F)(F)F (3-Cyano-5-(pentafluoro-λ6-sulphanyl)benzoic acid). Yields the product C(#N)C=1C=C(C(=O)NC2=CC(=C(C=C2)C)N2C=C(N3N=C(C=C32)C=3C=NN(C3)CC3=CC=C(C=C3)OC)C)C=C(C1)S(F)(F)(F)(F)F (3-Cyano-N-(3-{6-[1-(4-methoxybenzyl)-1H-pyrazol-4-yl]-3-methyl-1H-imidazo[1,2-b]pyrazol-1-yl}-4-methylphenyl)-5-(pentafluoro-λ6-sulphanyl)benzamide). RXN SMILES: [CH3:1][O:2][C:3]1[CH:31]=[CH:30][C:6]([CH2:7][N:8]2[CH:12]=[C:11]([C:13]3[CH:14]=[C:15]4[N:20]([C:21]5[CH:22]=[C:23]([CH:25]=[CH:26][C:27]=5[CH3:28])[NH2:24])[CH:19]=[C:18]([CH3:29])[N:16]4[N:17]=3)[CH:10]=[N:9]2)=[CH:5][CH:4]=1.[C:32]([C:34]1[CH:35]=[C:36]([CH:40]=[C:41]([S:43]([F:48])([F:47])([F:46])([F:45])[F:44])[CH:42]=1)[C:37](O)=[O:38])#[N:33]>>[C:32]([C:34]1[CH:35]=[C:36]([CH:40]=[C:41]([S:43]([F:47])([F:48])([F:44])([F:45])[F:46])[CH:42]=1)[C:37]([NH:24][C:23]1[CH:25]=[CH:26][C:27]([CH3:28])=[C:21]([N:20]2[C:15]3[N:16]([N:17]=[C:13]([C:11]4[CH:10]=[N:9][N:8]([CH2:7][C:6]5[CH:5]=[CH:4][C:3]([O:2][CH3:1])=[CH:31][CH:30]=5)[CH:12]=4)[CH:14]=3)[C:18]([CH3:29])=[CH:19]2)[CH:22]=1)=[O:38])#[N:33]. Procedure details: 100 mg (0.24 mmol) of the compound of Example 9A and 66 mg (0.24 mmol) of the compound of Example 23A were reacted and worked up analogously to the procedure of Example 48A. This gave 153 mg (77% pure, 73% of theory) of the title compound. Reactants: [Li]CCCC, COc1ccc2c(c1)CCC1C2CCC2(C)C(=NN(C)C)CCC12, CI, CCCCCC, [Cl-], [NH4+], C1CCOC1. The product is COc1ccc2c(c1)CCC1C2CCC2(C)C(=NN(C)C)C(C)CC12. RXN SMILES: [CH2:25]([Li:26])[CH2:27][CH2:28][CH3:29].[CH3:1][N:2]([N:3]=[C:4]1[C:5]2([CH3:6])[CH:7]([CH2:8][CH2:9]1)[CH:10]1[CH2:11][CH2:12][c:13]3[cH:14][c:15]([O:22][CH3:23])[cH:16][cH:17][c:18]3[CH:19]1[CH2:20][CH2:21]2)[CH3:24].[CH3:30][I:31].[CH3:39][CH2:40][CH2:41][CH2:42][CH2:43][CH3:44].[Cl-:32].[NH4+:33].[O:34]1[CH2:35][CH2:36][CH2:37][CH2:38]1>>[CH3:1][N:2]([N:3]=[C:4]1[C:5]2([CH3:6])[CH:7]([CH2:8][CH:9]1[CH3:25])[CH:10]1[CH2:11][CH2:12][c:13]3[cH:14][c:15]([O:22][CH3:23])[cH:16][cH:17][c:18]3[CH:19]1[CH2:20][CH2:21]2)[CH3:24]. Reactants: NC=1C=C(N)C=CC1O (3-amino-4-hydroxyaniline), C1(=CC=CC=C1)NN (phenylhydrazine). The product is NC=1C=C(C=CC1O)NN=C1C(=NN(C1=O)C1=CC=CC=C1)C (4-(3-Amino-4-hydroxyphenyl)hydrazono-1-phenyl-3-methyl-5-pyrazolone). As a reaction SMILES: [NH2:1][C:2]1[CH:3]=[C:4]([CH:6]=[CH:7][C:8]=1[OH:9])[NH2:5].[C:10]1([NH:16][NH2:17])[CH:15]=[CH:14][CH:13]=[CH:12][CH:11]=1>>[NH2:1][C:2]1[CH:3]=[C:4]([NH:5][N:1]=[C:2]2[C:8](=[O:9])[N:16]([C:10]3[CH:15]=[CH:14][CH:13]=[CH:12][CH:11]=3)[N:17]=[C:3]2[CH3:4])[CH:6]=[CH:7][C:8]=1[OH:9]. Procedure details: Compound 114 above was prepared according to the procedure described in Scheme III above from 3-amino-4-hydroxyaniline and phenylhydrazine. The molecular weight of C16H15N5O2 is 309.32; m/z (MH+): calculated 310.13 and observed 310.05. Reaction conditions: time 8 hour. Solvent: C1CCOC1 (THF). Reaction SMILES: C(S([O-])(=O)=O)(F)(F)F.C(S([O-])(=O)=O)(F)(F)F.C(S([O-])(=O)=O)(F)(F)F.[Yb+3].[CH3:26][C:27]1[O:31][N:30]=[C:29]([C:32]2[CH:37]=[CH:36][C:35]([NH2:38])=[CH:34][CH:33]=2)[N:28]=1.[F:39][C:40]1[C:45]2[CH2:46][O:47][CH2:48][O:49][C:44]=2[C:43]([O:50][CH3:51])=[CH:42][C:41]=1[CH:52]=O.C[Si]([C:58]#[N:59])(C)C>C1COCC1>[F:39][C:40]1[C:45]2[CH2:46][O:47][CH2:48][O:49][C:44]=2[C:43]([O:50][CH3:51])=[CH:42][C:41]=1[CH:52]([NH:38][C:35]1[CH:36]=[CH:37][C:32]([C:29]2[N:28]=[C:27]([CH3:26])[O:31][N:30]=2)=[CH:33][CH:34]=1)[C:58]#[N:59] |f:0.1.2.3|. Yields the product FC1=C(C=C(C2=C1COCO2)OC)C(C#N)NC2=CC=C(C=C2)C2=NOC(=N2)C ((5-fluoro-8-methoxy-4H-benzo[1,3]dioxin-6-yl)-[4-(5-methyl-[1,2,4]oxadiazol-3-yl)phenylamino]acetonitrile). The reactants are C(F)(F)(F)S(=O)(=O)[O-].C(F)(F)(F)S(=O)(=O)[O-].C(F)(F)(F)S(=O)(=O)[O-].[Yb+3] (Yb(OTf)3), CC1=NC(=NO1)C1=CC=C(C=C1)N (4-(5-methyl-[1,2,4]oxadiazol-3-yl)phenylamine), FC1=C(C=C(C2=C1COCO2)OC)C=O (5-fluoro-8-methoxy-4H-benzo[1,3]dioxine-6-carbaldehyde), C[Si](C)(C)C#N (trimethylsilyl cyanide). Procedure: To a solution of 45 mg of Yb(OTf)3 in 3 ml of THF there were added 126 mg of 4-(5-methyl-[1,2,4]oxadiazol-3-yl)phenylamine, 153 mg of 5-fluoro-8-methoxy-4H-benzo[1,3]dioxine-6-carbaldehyde, 0.2 g of MS3A and 192 μl of trimethylsilyl cyanide under a nitrogen atmosphere, and the mixture was stirred overnight at room temperature. The reaction mixture was filtered through celite, and the celite was washed with THF. The organic layer was concentrated under reduced pressure to give (5-fluoro-8-methoxy... Starting materials: CN(CCNC(=O)N1CCN(CC1)C1=CC=C(C=C1)F)C (N-[2-(Dimethylamino)ethyl]-4-(4-fluorophenyl)-1-piperazinecarboxamide), Cl (hydrogen chloride), C(=O)(N1C=NC=C1)N1C=NC=C1 (1,1'-carbonyldiimidazole), CN(C)CCN (unsym-dimethylethylenediamine), COC=1C=C(C=C(C1OC)OC)N1CCNCC1 (1-(3,4,5-trimethoxyphenyl)piperazine). Run in O1CCCC1 (tetrahydrofuran). Yields the product Cl.CN(CCNC(=O)N1CCN(CC1)C1=CC(=C(C(=C1)OC)OC)OC)C (N-[2-(Dimethylamino)ethyl]-4-(3,4,5-trimethoxyphenyl)-1-piperazinecarboxamide hydrochloride). Yield: 56.0%. As a reaction SMILES: [CH3:1][N:2]([CH3:21])[CH2:3][CH2:4][NH:5][C:6](N1CCN(C2C=CC(F)=CC=2)CC1)=[O:7].C(N1C=CN=C1)(N1C=CN=C1)=O.CN(CCN)C.[CH3:40][O:41][C:42]1[CH:43]=[C:44]([N:52]2[CH2:57][CH2:56][NH:55][CH2:54][CH2:53]2)[CH:45]=[C:46]([O:50][CH3:51])[C:47]=1[O:48][CH3:49].[ClH:58]>O1CCCC1>[ClH:58].[CH3:1][N:2]([CH3:21])[CH2:3][CH2:4][NH:5][C:6]([N:55]1[CH2:56][CH2:57][N:52]([C:44]2[CH:43]=[C:42]([O:41][CH3:40])[C:47]([O:48][CH3:49])=[C:46]([O:50][CH3:51])[CH:45]=2)[CH2:53][CH2:54]1)=[O:7] |f:6.7|. Procedure: This compound was prepared according to the procedure used to synthesize the compound of Example 11. A mixture of 2.4 g (0.015 mole) of 1,1'-carbonyldiimidazole, 13 g (0.015 mole) of unsym-dimethylethylenediamine and 3.8 g (0.025 mole) of 1-(3,4,5-trimethoxyphenyl)piperazine in a total volume of 100 ml of tetrahydrofuran gave an oil as residue. The hydroxhloride was formed in ethereal hydrogen chloride and the collected solid was recrystallized from methanol-ethyl ether to yield 3.7 g (56%) of t... Starting materials: IC1=CC(=C(C(=O)N2CC=3N(CC4=C2C=CC=C4)C=CC3)C=C1)OC (10-(4-iodo-2-methoxybenzoyl)-10,11-dihydro-5H-pyrrolo[2,1-c][1,4]benzodiazepine), CC1=C(C=CC=C1)B(O)O (2-methylphenyl boronic acid), C([O-])([O-])=O.[Na+].[Na+] (sodium carbonate). The reagents and catalysts are [Pd].C1(=CC=CC=C1)P(C1=CC=CC=C1)C1=CC=CC=C1.C1(=CC=CC=C1)P(C1=CC=CC=C1)C1=CC=CC=C1.C1(=CC=CC=C1)P(C1=CC=CC=C1)C1=CC=CC=C1.C1(=CC=CC=C1)P(C1=CC=CC=C1)C1=CC=CC=C1 (tetrakis(triphenylphosphine) palladium(0)). Solvent: C1(=CC=CC=C1)C (toluene). Run at temperature 100 celsius. Yields the product C=1C=CN2C1CN(C1=C(C2)C=CC=C1)C(=O)C1=C(C=C(C=C1)C1=C(C=CC=C1)C)OC ((10,11-Dihydro-5H-pyrrolo[2,1-c][1,4]benzodiazepin-10-yl)-[3-methoxy-2′-methyl-[1,1′-biphenyl]-4-yl]-methanone). The yield is 89.6%. As a reaction SMILES: I[C:2]1[CH:23]=[CH:22][C:5]([C:6]([N:8]2[C:14]3[CH:15]=[CH:16][CH:17]=[CH:18][C:13]=3[CH2:12][N:11]3[CH:19]=[CH:20][CH:21]=[C:10]3[CH2:9]2)=[O:7])=[C:4]([O:24][CH3:25])[CH:3]=1.[CH3:26][C:27]1[CH:32]=[CH:31][CH:30]=[CH:29][C:28]=1B(O)O.C(=O)([O-])[O-].[Na+].[Na+]>C1(C)C=CC=CC=1.[Pd].C1(P(C2C=CC=CC=2)C2C=CC=CC=2)C=CC=CC=1.C1(P(C2C=CC=CC=2)C2C=CC=CC=2)C=CC=CC=1.C1(P(C2C=CC=CC=2)C2C=CC=CC=2)C=CC=CC=1.C1(P(C2C=CC=CC=2)C2C=CC=CC=2)C=CC=CC=1>[CH:21]1[CH:20]=[CH:19][N:11]2[CH2:12][C:13]3[CH:18]=[CH:17][CH:16]=[CH:15][C:14]=3[N:8]([C:6]([C:5]3[CH:22]=[CH:23][C:2]([C:28]4[CH:29]=[CH:30][CH:31]=[CH:32][C:27]=4[CH3:26])=[CH:3][C:4]=3[O:24][CH3:25])=[O:7])[CH2:9][C:10]=12 |f:2.3.4,6.7.8.9.10|. Procedure: A mixture of 10-(4-iodo-2-methoxybenzoyl)-10,11-dihydro-5H-pyrrolo[2,1-c][1,4]benzodiazepine of Step C (1.8 g, 4.1 mmol), 2-methylphenyl boronic acid (0.55 g, 4.1 mmol) and sodium carbonate (1.9 g, 17.9 mmol) in toluene:ethanol: water (20 mL:10 mL:10 mL) was purged with nitrogen for 1 hour. After addition of the tetrakis(triphenylphosphine) palladium(0) catalyst (0.24 g, 0.21 mmol), the reaction mixture was heated at 100° C. overnight. After cooling, the reaction was filtered through Celite and ... Reactants: O=C(C(=O)OCC)CC1=CC=C(C=C1)C#N (ethyl 2-oxo-3-p-cyanophenylpropionate). Solvent: [OH-].[Na+] (sodium hydroxide). The product is O=C(C(=O)O)CC1=CC=C(C=C1)C#N (2-oxo-3-p-cyanophenylpropionic acid). RXN SMILES: [O:1]=[C:2]([CH2:8][C:9]1[CH:14]=[CH:13][C:12]([C:15]#[N:16])=[CH:11][CH:10]=1)[C:3]([O:5]CC)=[O:4]>[OH-].[Na+]>[O:1]=[C:2]([CH2:8][C:9]1[CH:10]=[CH:11][C:12]([C:15]#[N:16])=[CH:13][CH:14]=1)[C:3]([OH:5])=[O:4] |f:1.2|. Procedure details: Hydrolyze ethyl 2-oxo-3-p-cyanophenylpropionate, prepared in Example 72, by stirring in 5% sodium hydroxide at room temperature overnight, washing the reaction mixture with ether, acidifying the aqueous layer to pH 2 with conc. HCl, extracting the product into a mixture of ether and ethyl acetate, and removing the solvent to obtain 2-oxo-3-p-cyanophenylpropionic acid. Reductively couple the acid with the ethyl ester of L-homophenylalanine in the presence of sodium cyanoborohydride in the manner ... Starting materials: CS(C)=O, C1CC2CCC(C1)N2, CCN(C(C)C)C(C)C, Cl, N#Cc1ccc(F)c(C(F)(F)F)c1. Yields the product N#Cc1ccc(N2C3CCCC2CC3)c(C(F)(F)F)c1. Reaction SMILES: [CH3:32][S:33]([CH3:34])=[O:35].[CH:15]12[CH2:16][CH2:17][CH2:18][CH:19]([CH2:20][CH2:21]1)[NH:22]2.[CH:23]([N:24]([CH2:25][CH3:26])[CH:27]([CH3:28])[CH3:29])([CH3:30])[CH3:31].[ClH:14].[F:1][c:2]1[c:3]([C:10]([F:11])([F:12])[F:13])[cH:4][c:5]([C:6]#[N:7])[cH:8][cH:9]1>>[c:2]1([N:22]2[CH:15]3[CH2:16][CH2:17][CH2:18][CH:19]2[CH2:20][CH2:21]3)[c:3]([C:10]([F:11])([F:12])[F:13])[cH:4][c:5]([C:6]#[N:7])[cH:8][cH:9]1. Reactants: C[O-].[Na+] (Sodium methoxide), CO (methanol), C(C1=CC=CC=C1)=O (benzaldehyde), CO (methanol), CC1=C(C(=CC(=C1)C)C)S(=O)(=O)[O-].NN1C(C=C(C=C1)C(=O)OC)=[NH2+] (1-amino-4-(methoxycarbonyl)pyridin-2(1H)-iminium 2,4,6-trimethylbenzenesulfonate). The solvent is O (water). Conditions: time 1 hour. The product is C1(=CC=CC=C1)C1=NN2C(C=C(C=C2)C(=O)O)=N1 (2-phenyl-[1,2,4]triazolo[1,5-a]pyridine-7-carboxylic acid). Reaction SMILES: C[O-].[Na+].CO.[CH:6](=O)[C:7]1[CH:12]=[CH:11][CH:10]=[CH:9][CH:8]=1.CC1C=C(C)C=C(C)C=1S([O-])(=O)=O.[NH2:27][N:28]1[CH:33]=[CH:32][C:31]([C:34]([O:36]C)=[O:35])=[CH:30][C:29]1=[NH2+:38]>O>[C:7]1([C:6]2[N:38]=[C:29]3[CH:30]=[C:31]([C:34]([OH:36])=[O:35])[CH:32]=[CH:33][N:28]3[N:27]=2)[CH:12]=[CH:11][CH:10]=[CH:9][CH:8]=1 |f:0.1,4.5|. Procedure: Sodium methoxide (10.9 ml, a 5 M methanol solution) and benzaldehyde (3.3 ml) were added to a methanol (100 ml) solution of the 1-amino-4-(methoxycarbonyl)pyridin-2(1H)-iminium 2,4,6-trimethylbenzenesulfonate (10 g) obtained in (Example 3.18) <Step 3>, and the obtained mixture was then stirred for 1 hour. Thereafter, water (5 ml) was added to the reaction solution, and the mixed solution was then stirred at 40° C. for 30 minutes. Thereafter, methanol was distilled away under reduced pressure, wa... The reactants are ClC1=CC=C(C=C1)C[C@@H](CNC(=S)N)NC(OC(C)(C)C)=O ((S)-tert-butyl 3-(4-chlorophenyl)-1-thioureidopropan-2-ylcarbamate), BrC(C(=O)OCC)C1=CC(=C(C=C1)F)F (ethyl 2-bromo-2-(3,4-difluorophenyl)acetate). The solvent is C(C)O (ethyl alcohol), C(C)(C)N(CC)C(C)C (diisopropylethylamine). Run at temperature 120 celsius. Product: C(C)(C)(C)OC(N[C@H](CNC=1SC(=C(N1)O)C1=CC(=C(C=C1)F)F)CC1=CC=C(C=C1)Cl)=O ((S)-tert-Butyl-3-(4-chlorophenyl)-1-(5-(3,4-difluorophenyl)-4-hydroxythiazol-2-ylamino)propan-2-ylcarbamate). RXN SMILES: [Cl:1][C:2]1[CH:7]=[CH:6][C:5]([CH2:8][C@H:9]([NH:15][C:16](=[O:22])[O:17][C:18]([CH3:21])([CH3:20])[CH3:19])[CH2:10][NH:11][C:12]([NH2:14])=[S:13])=[CH:4][CH:3]=1.Br[CH:24]([C:30]1[CH:35]=[CH:34][C:33]([F:36])=[C:32]([F:37])[CH:31]=1)[C:25](OCC)=[O:26]>C(O)C.C(N(C(C)C)CC)(C)C>[C:18]([O:17][C:16](=[O:22])[NH:15][C@@H:9]([CH2:8][C:5]1[CH:4]=[CH:3][C:2]([Cl:1])=[CH:7][CH:6]=1)[CH2:10][NH:11][C:12]1[S:13][C:24]([C:30]2[CH:35]=[CH:34][C:33]([F:36])=[C:32]([F:37])[CH:31]=2)=[C:25]([OH:26])[N:14]=1)([CH3:19])([CH3:21])[CH3:20]. Procedure details: A mixture of (S)-tert-butyl 3-(4-chlorophenyl)-1-thioureidopropan-2-ylcarbamate (0.585 g, 1.70 mmol) and ethyl 2-bromo-2-(3,4-difluorophenyl)acetate (0.500 g, 1.79 mmol) in ethyl alcohol (2 mL) and diisopropylethylamine (0.3 mL) in a sealed vial (Biotage microwave vial, 5 mL) with a magnetic stirring bar was heated in a microwave oven (Initiator, Biotage) at 120° C. for 15 minutes. After cooling to ambient temperature, the volatiles were removed in vacuum. The residue was partitioned between EtO...